From a dataset of the Open Reaction Database (ORD), a public repository of structured organic reaction records. describe an organic reaction: reactants, conditions, products, and yield The reactants are O (Water), C(CC(C)C)N1C(N(C2=C1C=CC(=C2)C(=O)C=2C=CC(=C(C2)CC(=O)OCCC(C)C)OCCC(C)C)CCC(C)C)=O (isopentyl 2-[5-[(1,3-diisopentyl-2-oxo-2,3-dihydro-1H-benzimidazol-5-yl)carbonyl]-2-(isopentyloxy)phenyl]acetate), Cl (hydrochloric acid), [OH-].[Na+] (sodium hydroxide). Solvent: C(Cl)(Cl)Cl (chloroform), C(C)O (ethanol), O1CCCC1 (tetrahydrofuran). Run at time 3 hour. Yields the product C(CC(C)C)N1C(N(C2=C1C=CC(=C2)C(=O)C=2C=CC(=C(C2)CC(=O)O)OCCC(C)C)CCC(C)C)=O (2-[5-[(1,3-diisopentyl-2-oxo-2,3-dihydro-1H-benzimidazol-5-yl)carbonyl]-2-(isopentyloxy)phenyl]-acetic acid). The yield is 85.1%. Reaction SMILES: [CH2:1]([N:6]1[C:10]2[CH:11]=[CH:12][C:13]([C:15]([C:17]3[CH:18]=[CH:19][C:20]([O:32][CH2:33][CH2:34][CH:35]([CH3:37])[CH3:36])=[C:21]([CH2:23][C:24]([O:26]CCC(C)C)=[O:25])[CH:22]=3)=[O:16])=[CH:14][C:9]=2[N:8]([CH2:38][CH2:39][CH:40]([CH3:42])[CH3:41])[C:7]1=[O:43])[CH2:2][CH:3]([CH3:5])[CH3:4].[OH-].[Na+].O.Cl>C(O)C.O1CCCC1.C(Cl)(Cl)Cl>[CH2:1]([N:6]1[C:10]2[CH:11]=[CH:12][C:13]([C:15]([C:17]3[CH:18]=[CH:19][C:20]([O:32][CH2:33][CH2:34][CH:35]([CH3:36])[CH3:37])=[C:21]([CH2:23][C:24]([OH:26])=[O:25])[CH:22]=3)=[O:16])=[CH:14][C:9]=2[N:8]([CH2:38][CH2:39][CH:40]([CH3:42])[CH3:41])[C:7]1=[O:43])[CH2:2][CH:3]([CH3:4])[CH3:5] |f:1.2|. Reported procedure: In a mixture of 3 ml of ethanol and 3 ml of tetrahydrofuran is dissolved 0.28 g of isopentyl 2-[5-[(1,3-diisopentyl-2-oxo-2,3-dihydro-1H-benzimidazol-5-yl)carbonyl]-2-(isopentyloxy)phenyl]acetate. After adding 1.4 ml of 1 mol/L sodium hydroxide solution, the mixture is stirred at ambient temperature for 3 hours. Water and chloroform are added to the reaction mixture, pH is adjusted to 2 with 2 mol/L hydrochloric acid, and the organic layer is separated. The organic layer thus obtained is washed ... The reactants are O(C1=CC=CC=C1)CCCOC1=C(C2=C(CCC(O2)(CCC(=O)OCC)CCC(=O)OCC)C=C1)CCC (diethyl 3,4-dihydro-7-(3-phenoxypropoxy)-8-propyl-2H-1-benzopyran-2,2-dipropanoate), ClC1=CC=C(OCCCOC2=C(C3=C(C(CC(O3)(CCC(=O)OCC)CCC(=O)OCC)=O)C=C2)CCC)C=C1 (diethyl 3,4-dihydro-7-[3-(4-chlorophenoxy)propoxy]-4-oxo-8-propyl-2H-1-benzopyran-2,2-dipropanoate). Isolated yield 94.3%. Product: O(C1=CC=CC=C1)CCCOC1=C(C2=C(CCC(O2)(CCC(=O)O)CCC(=O)O)C=C1)CCC (3,4-dihydro-7-(3-phenoxypropoxy)-8-propyl-2H-1-benzopyran-2,2-dipropanoic acid). As a reaction SMILES: [O:1]([CH2:8][CH2:9][CH2:10][O:11][C:12]1[CH:35]=[CH:34][C:15]2[CH2:16][CH2:17][C:18]([CH2:27][CH2:28][C:29]([O:31]CC)=[O:30])([CH2:20][CH2:21][C:22]([O:24]CC)=[O:23])[O:19][C:14]=2[C:13]=1[CH2:36][CH2:37][CH3:38])[C:2]1[CH:7]=[CH:6][CH:5]=[CH:4][CH:3]=1.ClC1C=CC(OCCCOC2C=CC3C(=O)CC(CCC(OCC)=O)(CCC(OCC)=O)OC=3C=2CCC)=CC=1>>[O:1]([CH2:8][CH2:9][CH2:10][O:11][C:12]1[CH:35]=[CH:34][C:15]2[CH2:16][CH2:17][C:18]([CH2:27][CH2:28][C:29]([OH:31])=[O:30])([CH2:20][CH2:21][C:22]([OH:24])=[O:23])[O:19][C:14]=2[C:13]=1[CH2:36][CH2:37][CH3:38])[C:2]1[CH:3]=[CH:4][CH:5]=[CH:6][CH:7]=1. Procedure: The title compound (118 mg), m.p. 130.5°-132.5° C., was prepared by the method of Example 22 substituting the title product of Example 55 (140 mg) for the title product of Example 21.